From a dataset of the Open Reaction Database (ORD), a public repository of structured organic reaction records. describe an organic reaction: reactants, conditions, products, and yield Reactants: C(C)(=O)[O-].C(C)(=O)O (acetate acetic acid), Br.ClC1=CC=C(C=C1)C1(C(SC2=NC3=C(N21)C=CC=C3)CC(=O)O)O (3-(p-Chlorophenyl)-2,3,-dihydro-3-hydroxythiazolo[3,2-a]benzimidazol-2-acetic acid, hydrobromide), CS(=O)(=O)O (methanesulfonic acid), C(C)(=O)OCC.C(C)(=O)O (ethyl acetate acetic acid). The solvent is O (water). Run at time 8 hour. Product: ClC1=CC=C(C=C1)C1=C(SC2=NC3=C(N21)C=CC=C3)CC(=O)O (3-(p-Chlorophenyl)thiazol[3,2-a]benzimidazol-2-acetic acid). Isolated yield 96.6%. As a reaction SMILES: Br.[Cl:2][C:3]1[CH:8]=[CH:7][C:6]([C:9]2(O)[N:16]3[C:12](=[N:13][C:14]4[CH:20]=[CH:19][CH:18]=[CH:17][C:15]=43)[S:11][CH:10]2[CH2:21][C:22]([OH:24])=[O:23])=[CH:5][CH:4]=1.CS(O)(=O)=O.C(OCC)(=O)C.C(O)(=O)C.C([O-])(=O)C.C(O)(=O)C>O>[Cl:2][C:3]1[CH:8]=[CH:7][C:6]([C:9]2[N:16]3[C:12](=[N:13][C:14]4[CH:20]=[CH:19][CH:18]=[CH:17][C:15]=43)[S:11][C:10]=2[CH2:21][C:22]([OH:24])=[O:23])=[CH:5][CH:4]=1 |f:0.1,3.4,5.6|. Reported procedure: A mixture of 100 g of 3-(p-Chlorophenyl)-2,3,-dihydro-3-hydroxythiazolo[3,2-a]benzimidazol-2-acetic acid, hydrobromide and 200 ml of methanesulfonic acid was stirred overnight in a 500 ml round bottom flask. Thin layer chromatography on silica plates (solvent ethyl acetate/acetic acid) indicated rapid formation of an intermediate. After 20 hours at room temperature thin layer chromatography (silica plates, ethyl) acetate/acetic acid) showed the presence of a single component. The mixture was pou... The reactants are C1(=CC=CC=C1)C#CC=1C=C(C=NC1)C(=O)O (5-phenylethynyl-pyridine-3-carboxylic acid). Reagents/catalysts: [Pd] (palladium on carbon). The solvent is O1CCCC1 (tetrahydrofuran). Run at time 5 hour. The product is C1(=CC=CC=C1)CCC=1C=C(C=NC1)C(=O)O (5-phenylethyl-pyridine-3-carboxylic acid). The yield is 98.9%. Reaction SMILES: [C:1]1([C:7]#[C:8][C:9]2[CH:10]=[C:11]([C:15]([OH:17])=[O:16])[CH:12]=[N:13][CH:14]=2)[CH:6]=[CH:5][CH:4]=[CH:3][CH:2]=1>O1CCCC1.[Pd]>[C:1]1([CH2:7][CH2:8][C:9]2[CH:10]=[C:11]([C:15]([OH:17])=[O:16])[CH:12]=[N:13][CH:14]=2)[CH:6]=[CH:5][CH:4]=[CH:3][CH:2]=1. Reported procedure: A solution of 5-phenylethynyl-pyridine-3-carboxylic acid (2 g, 8.9 mmol) in tetrahydrofuran (50 ml) was treated with 10% palladium on carbon (200 mg) and stirred at ambient temperature under an atmosphere of hydrogen for 5 hours. The reaction mixture was filtered through a short pad of hyflo and the filtrate was concentrated under vacuum to give 5-phenylethyl-pyridine-3-carboxylic acid as white solid (2 g). 1H NMR [(CD3)2SO, 500 MHz]: δ 8.90 (m, 1H), 8.60 (m, 1H), 8.12 (m, 1H), 7.21 (m, 5H), 3.3... Reaction SMILES: Cl[C:2]1[N:24]=[C:5]2[C:6]([NH:10][CH2:11][C:12]3[CH:13]=[C:14]([N:18]([CH3:23])[S:19]([CH3:22])(=[O:21])=[O:20])[CH:15]=[CH:16][CH:17]=3)=[CH:7][CH:8]=[CH:9][N:4]2[N:3]=1.[CH3:25][N:26]1[CH2:31][CH2:30][N:29]([C:32]2[CH:37]=[CH:36][C:35]([NH2:38])=[CH:34][CH:33]=2)[CH2:28][CH2:27]1.C1(P(C2CCCCC2)C2C=CC=CC=2C2C=CC=CC=2P(C2CCCCC2)C2CCCCC2)CCCCC1>>[CH3:23][N:18]([C:14]1[CH:15]=[CH:16][CH:17]=[C:12]([CH2:11][NH:10][C:6]2[C:5]3[N:4]([N:3]=[C:2]([NH:38][C:35]4[CH:34]=[CH:33][C:32]([N:29]5[CH2:28][CH2:27][N:26]([CH3:25])[CH2:31][CH2:30]5)=[CH:37][CH:36]=4)[N:24]=3)[CH:9]=[CH:8][CH:7]=2)[CH:13]=1)[S:19]([CH3:22])(=[O:21])=[O:20]. Reported procedure: 169 e) N-Methyl-N-[3-({2-[4-(4-methyl-piperazin-1-yl)-phenylamino]-[1,2,4]triazolo[1,5-a]pyridin-8-ylamino}-methyl)-phenyl]-methanesulfonamide was prepared from N-{3-[(2-chloro-[1,2,4]triazolo[1,5-a]pyridin-8-ylamino)-methyl]-phenyl}-N-methyl-methanesulfonamide (82.0 mg, 0.224 mmol) and 4-(4-methyl-piperazin-1-yl)-phenylamine (48.0 mg, 0.251 mmol) with 2,2′-bis-dicyclohexylphosphanyl-biphenyl (25.0 mg, 0.0457 mmol) as the ligand in a manner analogous to Example 2d. Product isolated as a tan foam... Yields the product CN(S(=O)(=O)C)C1=CC(=CC=C1)CNC=1C=2N(C=CC1)N=C(N2)NC2=CC=C(C=C2)N2CCN(CC2)C (N-Methyl-N-[3-({2-[4-(4-methyl-piperazin-1-yl)-phenylamino]-[1,2,4]triazolo[1,5-a]pyridin-8-ylamino}-methyl)-phenyl]-methanesulfonamide), foam. Starting materials: ClC1=NN2C(C(=CC=C2)NCC=2C=C(C=CC2)N(S(=O)(=O)C)C)=N1 (N-{3-[(2-chloro-[1,2,4]triazolo[1,5-a]pyridin-8-ylamino)-methyl]-phenyl}-N-methyl-methanesulfonamide), CN1CCN(CC1)C1=CC=C(C=C1)N (4-(4-methyl-piperazin-1-yl)-phenylamine), C1(CCCCC1)P(C1=C(C=CC=C1)C1=C(C=CC=C1)P(C1CCCCC1)C1CCCCC1)C1CCCCC1 (2,2′-bis-dicyclohexylphosphanyl-biphenyl). Yield: 21.0%.